From a dataset of the Open Reaction Database (ORD), a public repository of structured organic reaction records. describe an organic reaction: reactants, conditions, products, and yield The reactants are C(C)(C)(C)C1=NC=C(C(=N1)NCC=1OC=CC1)C(=O)N([C@@H]1CN(C[C@@H](C1)NC(=O)OCC(Cl)(Cl)Cl)C(=O)OC(C)(C)C)CC(C)C (tert-Butyl (3S,5R)-3-[({2-tert-butyl-4-[(furan-2-ylmethyl)amino]pyrimidin-5-yl}carbonyl)(2-methylpropyl)amino]-5-{[(2,2,2-trichloroethoxy)carbonyl]amino}piperidine-1-carboxylate), C(C)(C)N(C(C)C)CC (N,N-diisopropylethylamine), N1CCOCC1 (morpholine). Run in Cl (hydrochloric acid), CN(C(C)=O)C (N,N-dimethylacetamide). Run at temperature 80 celsius, time 1 day. Yields the product C(C)(C)(C)C1=NC=C(C(=N1)NCC=1OC=CC1)C(=O)N([C@@H]1CN(C[C@@H](C1)NC(=O)N1CCOCC1)C(=O)OC(C)(C)C)CC(C)C (tert-butyl (3S,5R)-3-[({2-tert-butyl-4-[(furan-2-ylmethyl)amino]pyrimidin-5-yl}carbonyl)(2-methylpropyl)amino]-5-[(morpholin-4-ylcarbonyl)amino]piperidine-1-carboxylate). Reaction SMILES: [C:1]([C:5]1[N:10]=[C:9]([NH:11][CH2:12][C:13]2[O:14][CH:15]=[CH:16][CH:17]=2)[C:8]([C:18]([N:20]([CH2:43][CH:44]([CH3:46])[CH3:45])[C@H:21]2[CH2:26][C@@H:25]([NH:27][C:28](OCC(Cl)(Cl)Cl)=[O:29])[CH2:24][N:23]([C:36]([O:38][C:39]([CH3:42])([CH3:41])[CH3:40])=[O:37])[CH2:22]2)=[O:19])=[CH:7][N:6]=1)([CH3:4])([CH3:3])[CH3:2].C(N(CC)C(C)C)(C)C.[NH:56]1[CH2:61][CH2:60][O:59][CH2:58][CH2:57]1>CN(C)C(=O)C.Cl>[C:1]([C:5]1[N:10]=[C:9]([NH:11][CH2:12][C:13]2[O:14][CH:15]=[CH:16][CH:17]=2)[C:8]([C:18]([N:20]([CH2:43][CH:44]([CH3:46])[CH3:45])[C@H:21]2[CH2:26][C@@H:25]([NH:27][C:28]([N:56]3[CH2:61][CH2:60][O:59][CH2:58][CH2:57]3)=[O:29])[CH2:24][N:23]([C:36]([O:38][C:39]([CH3:42])([CH3:41])[CH3:40])=[O:37])[CH2:22]2)=[O:19])=[CH:7][N:6]=1)([CH3:4])([CH3:3])[CH3:2]. Procedure details: tert-Butyl (3S,5R)-3-[({2-tert-butyl-4-[(furan-2-ylmethyl)amino]pyrimidin-5-yl}carbonyl)(2-methylpropyl)amino]-5-{[(2,2,2-trichloroethoxy)carbonyl]amino}piperidine-1-carboxylate (98.0 mg) and N,N-diisopropylethylamine (120 μl) were dissolved in N,N-dimethylacetamide (3 ml), morpholine (20 μl) was added, and the mixture was stirred at 80° C. for 1 day. The reaction mixture was diluted with 1 M hydrochloric acid, and the mixture was extracted with ethyl acetate. The extract was washed with saturat... The reactants are C(C)(=O)OC1CC(CCC2=C1C=C(C=C2)F)NC(=O)N2CCN(CC2)C2=CC=NC1=CC(=CC=C21)Cl (N-[9-(acetyloxy)-2-fluoro-6,7,8,9-tetrahydro-5H-benzo[α]cyclohepten-7-yl]-4-(7-chloro-4-quinolinyl)-1-piperazinecarboxamide), [Li+].[OH-] (LiOH). Solvent: C1CCOC1.O (THF H2O). Run at time 3 hour. Yields the product ClC1=CC=C2C(=CC=NC2=C1)N1CCN(CC1)C(=O)NC1CCC2=C(C(C1)O)C=C(C=C2)F (4-(7-Chloro-4-quinolinyl)-N-(2-fluoro-6,7,8,9-tetrahydro-9-hydroxy-5H-benzo[α]cyclohepten-7-yl)-1-piperazinecarboxamide). RXN SMILES: C([O:4][CH:5]1[C:11]2[CH:12]=[C:13]([F:16])[CH:14]=[CH:15][C:10]=2[CH2:9][CH2:8][CH:7]([NH:17][C:18]([N:20]2[CH2:25][CH2:24][N:23]([C:26]3[C:35]4[C:30](=[CH:31][C:32]([Cl:36])=[CH:33][CH:34]=4)[N:29]=[CH:28][CH:27]=3)[CH2:22][CH2:21]2)=[O:19])[CH2:6]1)(=O)C.[Li+].[OH-]>C1COCC1.O>[Cl:36][C:32]1[CH:31]=[C:30]2[C:35]([C:26]([N:23]3[CH2:24][CH2:25][N:20]([C:18]([NH:17][CH:7]4[CH2:6][CH:5]([OH:4])[C:11]5[CH:12]=[C:13]([F:16])[CH:14]=[CH:15][C:10]=5[CH2:9][CH2:8]4)=[O:19])[CH2:21][CH2:22]3)=[CH:27][CH:28]=[N:29]2)=[CH:34][CH:33]=1 |f:1.2,3.4|. Procedure: To a stirred solution of N-[9-(acetyloxy)-2-fluoro-6,7,8,9-tetrahydro-5H-benzo[α]cyclohepten-7-yl]-4-(7-chloro-4-quinolinyl)-1-piperazinecarboxamide (30.0 mg, 0.0588 mmol) in THF:H2O (3:1, 2 mL) was added LiOH (8 mg). The reaction mixture was stirred at rt for 3 h, then THF was evaporated in vacuo. The reaction mixture was diluted with AcOEt (100 mL), washed with brine, and dried. Concentration followed by flash chromatography afforded the title product. LC-MS: 469 (M++1). δ 1H NMR (CDCl3) δ 8.7... Starting materials: C(c1ccccc1)Oc1ccc(c(C=O)c1F)[Br], CC1=CN=C(C=C1)N, [C-]#[N+]C1CCCCC1. The reagents and catalysts are O=C(O)C(F)(F)F (trifluoroacetic acid). Solvent: CC(C)O (isopropyl alcohol), CC(C)O (isopropylalcohol). Reaction conditions: temperature 22 celsius, time 20 hour. The product is Cc1ccc2nc(c3c(ccc(c3F)OCc3ccccc3)[Br])c(NC3CCCCC3)n2c1. The yield is 64.1%. As a reaction SMILES: CC1=CC=C(N)N=C1.[C-]#[N+]C1CCCCC1.FC1=C(OCC2=CC=CC=C2)C=CC(Br)=C1C=O>>CC1=CN2C(C=C1)=NC(=C2NC1CCCCC1)C1=C(Br)C=CC(OCC2=CC=CC=C2)=C1F. The product is [N+](=O)([O-])C1=CC=C(O[C@@H]2[C@]3(C)[C@@H](CC2)[C@@H]2CC[C@H]4N(C(CC[C@]4(C)[C@H]2CC3)=O)C)C=C1 (17β-(4-nitrophenoxy)-4-methyl-5α-4-azaandrostan-3-one). Reactants: O[C@@H]1[C@]2(C)[C@@H](CC1)[C@@H]1CC[C@H]3N(C(CC[C@]3(C)[C@H]1CC2)=O)C (17β-hydroxy4-methyl-5α-4-azaandrostan-3-one), [N+](=O)([O-])C1=CC=C(C=C1)F (p-nitrofluorobenzene), O (water). Conditions: time 3 hour. Solvent: CN(C)C=O (DMF). RXN SMILES: [OH:1][C@H:2]1[CH2:7][CH2:6][C@H:5]2[C@H:8]3[C@H:18]([CH2:19][CH2:20][C@:3]12[CH3:4])[C@:16]1([CH3:17])[C@H:11]([N:12]([CH3:22])[C:13](=[O:21])[CH2:14][CH2:15]1)[CH2:10][CH2:9]3.[N+:23]([C:26]1[CH:31]=[CH:30][C:29](F)=[CH:28][CH:27]=1)([O-:25])=[O:24].O>CN(C=O)C>[N+:23]([C:26]1[CH:31]=[CH:30][C:29]([O:1][C@H:2]2[CH2:7][CH2:6][C@H:5]3[C@H:8]4[C@H:18]([CH2:19][CH2:20][C@:3]23[CH3:4])[C@:16]2([CH3:17])[C@H:11]([N:12]([CH3:22])[C:13](=[O:21])[CH2:14][CH2:15]2)[CH2:10][CH2:9]4)=[CH:28][CH:27]=1)([O-:25])=[O:24]. Procedure: To a stirred solution of 17β-hydroxy4-methyl-5α-4-azaandrostan-3-one (1.07 g, 3.5 mmole) and p-nitrofluorobenzene (2.0 ml, 18 mmole) in DMF (15 ml) under N2 was added 95% Nail (180 mg, 7 mmole) in two portions during 10 mins. The mixture was stirred for 3 hours at room temperature and poured onto ice (50 g) and water (50 ml). The mixture was extracted with CH2Cl2 (30 ml×2). The organic layer was washed with brine and dried (Na2SO4). Removal of solvent gave the crude product which was purified vi... Reactants: C(C)OC=1C=CC(=C(C1)C1=CC(=NC(=C1)C(C)C)C=O)F (4-(5-ethoxy-2-fluoro-phenyl)-6-isopropyl-pyridine-2-carbaldehyde), NC1C(N(CC1)C)=O (3-amino-1-methyl-pyrrolidin-2-one), S(=O)(=O)([O-])[O-].[Mg+2] (magnesium sulphate). Reaction conditions: time 8 hour. As a reaction SMILES: [CH2:1]([O:3][C:4]1[CH:5]=[CH:6][C:7]([F:21])=[C:8]([C:10]2[CH:15]=[C:14]([CH:16]([CH3:18])[CH3:17])[N:13]=[C:12]([CH:19]=O)[CH:11]=2)[CH:9]=1)[CH3:2].[NH2:22][CH:23]1[CH2:27][CH2:26][N:25]([CH3:28])[C:24]1=[O:29].S([O-])([O-])(=O)=O.[Mg+2]>C(Cl)Cl>[CH2:1]([O:3][C:4]1[CH:5]=[CH:6][C:7]([F:21])=[C:8]([C:10]2[CH:15]=[C:14]([CH:16]([CH3:18])[CH3:17])[N:13]=[C:12](/[CH:19]=[N:22]/[CH:23]3[CH2:27][CH2:26][N:25]([CH3:28])[C:24]3=[O:29])[CH:11]=2)[CH:9]=1)[CH3:2] |f:2.3|. Run in C(Cl)Cl (DCM). Procedure: A solution of 4-(5-ethoxy-2-fluoro-phenyl)-6-isopropyl-pyridine-2-carbaldehyde (which may be prepared as described in Description 116) (570 mg, 1.98 mmol) in DCM (10 mL) was treated with 3-amino-1-methyl-pyrrolidin-2-one (226.45 mg, 1.98 mmol) and magnesium sulphate (1193.7 mg, 9.92 mmol). The mixture was stirred overnight and then filtered and concentrated to give 3-[(E)-[4-(5-ethoxy-2-fluoro-phenyl)-6-isopropyl-2-pyridyl]methylene-amino]-1-methyl-pyrrolidin-2-one as an oil. To a stirred soluti... Yields the product C(C)OC=1C=CC(=C(C1)C1=CC(=NC(=C1)C(C)C)\C=N\C1C(N(CC1)C)=O)F (3-[(E)-[4-(5-ethoxy-2-fluoro-phenyl)-6-isopropyl-2-pyridyl]methylene-amino]-1-methyl-pyrrolidin-2-one). Starting materials: [K].N1=C(C=CC=C1)C1=NN=C(O1)S (5-(2-pyridyl)-1,3,4-oxadiazole-2-thiol potassium salt), CN(C)C=O (DMF), BrC1=CC(=C(C(=C1)C(C)(C)C)O)C(C)(C)C (4-bromo-2,6-ditertbutylphenol). Run in O (water). Reaction conditions: temperature 110 celsius, time 24 hour. Product: C(C)(C)(C)C1=C(C(=CC(=C1)O)C(C)(C)C)SC=1OC(=NN1)C1=NC=CC=C1 (2-(2,6-ditertbutyl-4-hydroxyphenyl)thio-5-(2-pyridyl)-1,3,4-oxadiazole). The yield is 40.0%. As a reaction SMILES: [K].[N:2]1[CH:7]=[CH:6][CH:5]=[CH:4][C:3]=1[C:8]1[O:12][C:11]([SH:13])=[N:10][N:9]=1.Br[C:15]1[CH:20]=[C:19]([C:21]([CH3:24])([CH3:23])[CH3:22])[C:18](O)=[C:17]([C:26]([CH3:29])([CH3:28])[CH3:27])[CH:16]=1.CN(C=[O:34])C>O>[C:21]([C:19]1[CH:20]=[C:15]([OH:34])[CH:16]=[C:17]([C:26]([CH3:29])([CH3:28])[CH3:27])[C:18]=1[S:13][C:11]1[O:12][C:8]([C:3]2[CH:4]=[CH:5][CH:6]=[CH:7][N:2]=2)=[N:9][N:10]=1)([CH3:24])([CH3:23])[CH3:22] |f:0.1,^1:0|. Reported procedure: To a stirring heterogeneous mixture of 5-(2-pyridyl)-1,3,4-oxadiazole-2-thiol potassium salt (2.17 g, 0.19 mol) in DMF (25 ml) under an N2 atmosphere, was added 2.85 g (0.01 mol) of 4-bromo-2,6-ditertbutylphenol. The mixture was stirred for 24 h at 110° C. After cooling, the slurry was diluted with water (100 ml) and extracted with Et2O (4×35 ml). The Et2O extracts were combined and washed with water (2×50 ml) and saturated NaCl solution (50 ml) and then dried (MgSO4). The solvent was removed in... Run in C(Cl)Cl (CH2Cl2), C(Cl)Cl (CH2Cl2). The reactants are [Cr](=O)(=O)([O-])Cl.[NH+]1=CC=CC=C1 (pyridinium chlorochromate), O=[Si]=O (celite 545), FC=1C=C(C=CC1F)C(CC)O (1-(3,4-difluoro-phenyl) propan-1-ol). Reaction SMILES: [Cr](Cl)([O-])(=O)=O.[NH+]1C=CC=CC=1.O=[Si]=O.[F:15][C:16]1[CH:17]=[C:18]([CH:23]([OH:26])[CH2:24][CH3:25])[CH:19]=[CH:20][C:21]=1[F:22]>C(Cl)Cl>[F:15][C:16]1[CH:17]=[C:18]([C:23](=[O:26])[CH2:24][CH3:25])[CH:19]=[CH:20][C:21]=1[F:22] |f:0.1|. Reaction conditions: time 8 hour. Product: FC=1C=C(C=CC1F)C(CC)=O (1-(3,4-difluorophenyl)propan-1-one). Yield: 68.7%. Procedure: In a round bottom flask containing pyridinium chlorochromate (12.5 g, 58.1 mmol) was added celite 545 (25 g) and with the help of a magnetic stirrer the solids were mixed together. 200 mL of CH2Cl2 was added followed by a solution of 1-(3,4-difluoro-phenyl) propan-1-ol (5.0 g, 29.1 mmol) in 10 mL of CH2Cl2 and the resulting brown suspension was stirred overnight at room temperature. The suspension was filtered through a sintered glass funnel and the solvent was removed in vacuo from the pale gre... Starting materials: CC(=O)C.OS(=O)(=O)O.O=[Cr](=O)=O (Jones reagent), CC(CCCC1(OCC2(CCC1O2)CCO)C)C(CC=C(C)C)=O ((1RS,4SR,5RS)-4-(4,8-dimethyl-5-oxo-7-nonenyl)-4-methyl-3,8-dioxabicyclo[3.2.1]octane-1-ethanol), CC(=O)C (acetone), CC(C)O (2-propanol). The solvent is O (water). Product: CC(CCCC1(OCC2(CCC1O2)CC(=O)O)C)C(CC=C(C)C)=O ((1RS,4SR,5RS)-4-(4,8-dimethyl-5-oxo-7-nonenyl)-4-methyl-3,8-dioxabicyclo[3.2.1]octane-1-acetic acid). Reaction SMILES: CC(C)=[O:3].OS(O)(=O)=O.O=[Cr](=O)=O.[CH3:14][CH:15]([C:31](=[O:37])[CH2:32][CH:33]=[C:34]([CH3:36])[CH3:35])[CH2:16][CH2:17][CH2:18][C:19]1([CH3:30])[CH:25]2[O:26][C:22]([CH2:27][CH2:28][OH:29])([CH2:23][CH2:24]2)[CH2:21][O:20]1.CC(C)=O.CC(O)C>O>[CH3:14][CH:15]([C:31](=[O:37])[CH2:32][CH:33]=[C:34]([CH3:36])[CH3:35])[CH2:16][CH2:17][CH2:18][C:19]1([CH3:30])[CH:25]2[O:26][C:22]([CH2:27][C:28]([OH:3])=[O:29])([CH2:23][CH2:24]2)[CH2:21][O:20]1 |f:0.1.2|. Procedure details: A slight excess of Jones reagent is added to a mixture of (1RS,4SR,5RS)-4-(4,8-dimethyl-5-oxo-7-nonenyl)-4-methyl-3,8-dioxabicyclo[3.2.1]octane-1-ethanol (13 mg, 0.04 mM) and acetone (3 ml) at 0° C. under nitrogen for thirty minutes. The resulting mixture is treated with 2-propanol (1 ml) and stirred for ten minutes. The mixture is treated with water (10 ml) and extracted with ether (3×20 ml). The combined organic layers are dried (Na2SO4) and evaporated in vacuo to give crude (1RS,4SR,5RS)-4-(4... Starting materials: ClC1=CC(=CC=C1)C(=O)OO (3-chloroperbenzoic acid), C(CCC)N1C(NC(C=2N(C=NC12)C)=O)=O (3-butyl-7-methylxanthine), BrCCCC=C (1-bromo-4-pentene), C([O-])([O-])=O.[K+].[K+] (potassium carbonate). Run in CN(C=O)C (dimethylformamide). Reaction conditions: temperature 100 celsius, time 15 hour. Product: C(CCC)N1C(N(C(C=2N(C=NC12)C)=O)CCCC1CO1)=O (3-butyl-1-(4,5-epoxypentyl)-7-methylxanthine). Yield: 82.0%. Reaction SMILES: [CH2:1]([N:5]1[C:13]2[N:12]=[CH:11][N:10]([CH3:14])[C:9]=2[C:8](=[O:15])[NH:7][C:6]1=[O:16])[CH2:2][CH2:3][CH3:4].BrCCCC=C.C(=O)([O-])[O-].[K+].[K+].Cl[C:30]1[CH:35]=CC=[C:32]([C:36]([O:38]O)=O)[CH:31]=1>CN(C)C=O>[CH2:1]([N:5]1[C:13]2[N:12]=[CH:11][N:10]([CH3:14])[C:9]=2[C:8](=[O:15])[N:7]([CH2:35][CH2:30][CH2:31][CH:32]2[O:38][CH2:36]2)[C:6]1=[O:16])[CH2:2][CH2:3][CH3:4] |f:2.3.4|. Reported procedure: 33.3 g (0.15 mole) of 3-butyl-7-methylxanthine, 24.3 g (0.16 mole) of 1-bromo-4-pentene and 22.1 g (0.16 mole) of potassium carbonate in 500 ml of dimethylformamide were heated with stirring at 100° C. for 15 hours. After cooling down, the reaction mixture was evaporated under reduced pressure, the residue was taken up in methylene chloride, filtered and the filtrate was extracted by shaking with 1N sodium hydroxide solution, the organic phase was washed with water to neutrality, dried over sodi...